From a dataset of the Open Reaction Database (ORD), a public repository of structured organic reaction records. describe an organic reaction: reactants, conditions, products, and yield Starting materials: BrC1=C(N=C(N1NC(C1=C(C=CC=C1)OCC)=O)CCC)C (N-(5-Bromo-4-methyl-2-propylimidazol-1-yl)-2-ethoxybenzamide), [Cu]C#N (copper(I) cyanide), N1=CC=CC=C1 (pyridine), [I-].[K+] (Potassium iodide). The solvent is C(C)(=O)OCC (ethyl acetate). Conditions: temperature 100 celsius, time 6 hour. The product is C(#N)C1=C(N=C(N1NC(C1=C(C=CC=C1)OCC)=O)CCC)C (N-(5-Cyano-4-methyl-2-propylimidazol-1-yl)-2-ethoxybenzamide). As a reaction SMILES: Br[C:2]1[N:6]([NH:7][C:8](=[O:18])[C:9]2[CH:14]=[CH:13][CH:12]=[CH:11][C:10]=2[O:15][CH2:16][CH3:17])[C:5]([CH2:19][CH2:20][CH3:21])=[N:4][C:3]=1[CH3:22].[Cu][C:24]#[N:25].N1C=CC=CC=1.[I-].[K+]>C(OCC)(=O)C>[C:24]([C:2]1[N:6]([NH:7][C:8](=[O:18])[C:9]2[CH:14]=[CH:13][CH:12]=[CH:11][C:10]=2[O:15][CH2:16][CH3:17])[C:5]([CH2:19][CH2:20][CH3:21])=[N:4][C:3]=1[CH3:22])#[N:25] |f:3.4|. Procedure details: N-(5-Bromo-4-methyl-2-propylimidazol-1-yl)-2-ethoxybenzamide from Example 2a (0.5 g, 1.2 mmol) and copper(I) cyanide (0.3 g, 3.5 mmol) are introduced into 12.5 ml of pyridine and heated at 100° C. for 6 hours. Potassium iodide (23 mg, 0.56 mmol) is added to the mixture, which is then stirred for a further 6 hours at 100° C. The reaction mixture is cooled to room temperature and, after addition of 50 ml of ethyl acetate, washed with dilute alkaline H2O2 solution. The aqueous phase is re-extracted...